From a dataset of the Open Reaction Database (ORD), a public repository of structured organic reaction records. describe an organic reaction: reactants, conditions, products, and yield The reactants are OC1C(N(C(C12CCN(CC2)C(=O)OC(C)(C)C)=O)C=2COC(C2)=O)C (tert-Butyl 4-hydroxy-3-methyl-1-oxo-2-(5-oxo-2,5-dihydrofuran-3-yl)-2,8-diazaspiro[4.5]decane-8-carboxylate), C1=CC=C(C=C1)P(C2=CC=CC=C2)C3=CC=CC=C3 (PPh3), N1C=NC=C1 (imidazole), II (I2). The solvent is C1(=CC=CC=C1)C (toluene). Reaction conditions: temperature 100 celsius, time 10 hour. Product: IC1C(N(C(C12CCN(CC2)C(=O)OC(C)(C)C)=O)C=2COC(C2)=O)C (tert-butyl 4-iodo-3-methyl-1-oxo-2-(5-oxo-2,5-dihydrofuran-3-yl)-2,8-diazaspiro[4.5]decane-8-carboxylate). As a reaction SMILES: O[CH:2]1[C:6]2([CH2:11][CH2:10][N:9]([C:12]([O:14][C:15]([CH3:18])([CH3:17])[CH3:16])=[O:13])[CH2:8][CH2:7]2)[C:5](=[O:19])[N:4]([C:20]2[CH2:21][O:22][C:23](=[O:25])[CH:24]=2)[CH:3]1[CH3:26].C1C=CC(P(C2C=CC=CC=2)C2C=CC=CC=2)=CC=1.N1C=CN=C1.[I:51]I>C1(C)C=CC=CC=1>[I:51][CH:2]1[C:6]2([CH2:11][CH2:10][N:9]([C:12]([O:14][C:15]([CH3:18])([CH3:17])[CH3:16])=[O:13])[CH2:8][CH2:7]2)[C:5](=[O:19])[N:4]([C:20]2[CH2:21][O:22][C:23](=[O:25])[CH:24]=2)[CH:3]1[CH3:26]. Procedure details: To a solution of the compound of step C (370 mg, 1.01 mmol) in toluene (20 mL) at rt was added PPh3 (397 mg, 1.515 mmol), imidazole (137 mg, 2.02 mmol), and I2 (384 mg, 1.515 mmol). The mixture was stirred for 10 h at 100° C., and quenched with NaHCO3 aqueous solution. The organic layer was diluted with DCM, separated, and the aqueous layer was extracted with DCM. The combined organic layers were dried (MgSO4) and purified by column chromatography (0-100% EtOAc/hex) to give the title compound. L... Reaction conditions: temperature 120 celsius, time 8 hour. Starting materials: C([O-])(O)=O.[Na+] (sodium bicarbonate), BrC=1N=CC=C2C1NC=C2 (7-bromo-1H-pyrrolo[2,3-c]pyridine), C([O-])([O-])=O.[Cs+].[Cs+] (cesium carbonate), C1(CCC1)C(=O)N (cyclobutanecarboxamide), C1(CCC1)C(=O)N (cyclobutanecarboxamide). The yield is 39.3%. Reaction SMILES: Br[C:2]1[N:3]=[CH:4][CH:5]=[C:6]2[CH:10]=[CH:9][NH:8][C:7]=12.C(=O)([O-])[O-].[Cs+].[Cs+].[CH:17]1([C:21]([NH2:23])=[O:22])[CH2:20][CH2:19]C1.C(=O)(O)[O-].[Na+]>C1(C)C=CC=CC=1.[Pd].[Pd].C(=CC(C=CC1C=CC=CC=1)=O)C1C=CC=CC=1.C(=CC(C=CC1C=CC=CC=1)=O)C1C=CC=CC=1.C(=CC(C=CC1C=CC=CC=1)=O)C1C=CC=CC=1.CC1(C)C2C(=C(P(C3C=CC=CC=3)C3C=CC=CC=3)C=CC=2)OC2C(P(C3C=CC=CC=3)C3C=CC=CC=3)=CC=CC1=2>[NH:8]1[C:7]2=[C:2]([NH:23][C:21]([CH:17]3[CH2:20][CH2:19]3)=[O:22])[N:3]=[CH:4][CH:5]=[C:6]2[CH:10]=[CH:9]1 |f:1.2.3,5.6,8.9.10.11.12|. The solvent is C1(=CC=CC=C1)C (toluene). Procedure details: To a solution of 7-bromo-1H-pyrrolo[2,3-c]pyridine (500 mg, 2.53 mmol) in toluene were added tris (dibenzylidene acetone) dipalladium (116.20 mg, 0.126 mmol), Xantphos (32.98 mg, 0.057 mmol), cesium carbonate (896 mg, 2.75 mmol), and cyclobutanecarboxamide (251 mg, 2.96 mmol, Intermediate 4). The resulting reaction mixture was heated to 120° C. and stirred for 8 hours. After cooling to room temperature a saturated aqueous sodium bicarbonate solution (20 mL) was added to the reaction mixture and ... Reagents/catalysts: [Pd].[Pd].C(C1=CC=CC=C1)=CC(=O)C=CC1=CC=CC=C1.C(C1=CC=CC=C1)=CC(=O)C=CC1=CC=CC=C1.C(C1=CC=CC=C1)=CC(=O)C=CC1=CC=CC=C1 (tris (dibenzylidene acetone) dipalladium), CC1(C2=C(C(=CC=C2)P(C3=CC=CC=C3)C4=CC=CC=C4)OC5=C(C=CC=C51)P(C6=CC=CC=C6)C7=CC=CC=C7)C (Xantphos). The product is N1C=CC=2C1=C(N=CC2)NC(=O)C2CC2 (N-(1H-pyrrolo[2,3-c]pyridin-7-yl)cyclopropane carboxamide).